Dataset: the Open Reaction Database (ORD), a public repository of structured organic reaction records. Task: describe an organic reaction: reactants, conditions, products, and yield The reactants are N(=NC(=O)N1CCCCC1)C(=O)N1CCCCC1 (1,1′-(azodicarbonyl)dipiperidine), ClC1=CC(=C(NC2=NC=NC3=CC(=C(C=C23)OC)O)C=C1)F (4-(4-chloro-2-fluoroanilino)-7-hydroxy-6-methoxyquinazoline), OCC1=CC(=NC=C1)C(=O)OCC (ethyl 4-hydroxymethyl-2-pyridinecarboxylate), C(CCC)P(CCCC)CCCC (tributylphosphine). Solvent: C(Cl)Cl (methylene chloride). Product: ClC1=CC(=C(NC2=NC=NC3=CC(=C(C=C23)OC)OCC2=CC(=NC=C2)C(=O)OCC)C=C1)F (4-(4-chloro-2-fluoroanilino)-7-(2-ethoxycarbonylpyrid-4-yl)methoxy-6-methoxyquinazoline). Isolated yield 59.0%. As a reaction SMILES: N(C(N1CCCCC1)=O)=NC(N1CCCCC1)=O.[Cl:19][C:20]1[CH:39]=[CH:38][C:23]([NH:24][C:25]2[C:34]3[C:29](=[CH:30][C:31]([OH:37])=[C:32]([O:35][CH3:36])[CH:33]=3)[N:28]=[CH:27][N:26]=2)=[C:22]([F:40])[CH:21]=1.O[CH2:42][C:43]1[CH:48]=[CH:47][N:46]=[C:45]([C:49]([O:51][CH2:52][CH3:53])=[O:50])[CH:44]=1.C(P(CCCC)CCCC)CCC>C(Cl)Cl>[Cl:19][C:20]1[CH:39]=[CH:38][C:23]([NH:24][C:25]2[C:34]3[C:29](=[CH:30][C:31]([O:37][CH2:42][C:43]4[CH:48]=[CH:47][N:46]=[C:45]([C:49]([O:51][CH2:52][CH3:53])=[O:50])[CH:44]=4)=[C:32]([O:35][CH3:36])[CH:33]=3)[N:28]=[CH:27][N:26]=2)=[C:22]([F:40])[CH:21]=1. Procedure details: 1,1′-(azodicarbonyl)dipiperidine (840 mg, 3 mmol) was added in portions to a mixture of 4-(4-chloro-2-fluoroanilino)-7-hydroxy-6-methoxyquinazoline (315 mg, 1 mmol), ethyl 4-hydroxymethyl-2-pyridinecarboxylate (250 mg, 1.4 mmol), (J. Het. Chem. 1993, 30, 631-635) and tributylphosphine (800 μl, 3 mmol) in methylene chloride (50 ml) at 0° C. The mixture was allowed to warm to ambient temperature over 2 hours, the insolubles were removed by filtration and the filtrate was washed with water and brin... Starting materials: FC(CCCS(=O)(=O)CCCCCCCCC[C@@H]1[C@@H]2C=3C=CC(=CC3CC[C@H]2[C@@H]2CC[C@@H]([C@@]2(C)C1)O)O)(C(F)(F)F)F (11beta-[9-[(4,4,5,5,5-pentafluoropentyl)sulphonyl]nonyl]estra-1,3,5(10)-triene-3,17beta-diol), CN(C)C1=NC=CC=C1 (dimethylaminopyridine), C(C)(=O)OC(C)=O (acetic anhydride), CO (methanol). The solvent is N1=CC=CC=C1 (pyridine). Run at time 10 minute. Yields the product C(C)(=O)OC1=CC=2CC[C@H]3[C@@H]4CC[C@@H]([C@@]4(C)C[C@@H]([C@@H]3C2C=C1)CCCCCCCCCS(=O)(=O)CCCC(C(F)(F)F)(F)F)OC(C)=O (11beta-[9-[(4,4,5,5,5-pentafluoropentyl)sulphonyl]nonyl]estra-1,3,5(10)-triene3,17beta-diol 3,17-diacetate). Reaction SMILES: [F:1][C:2]([F:42])([C:38]([F:41])([F:40])[F:39])[CH2:3][CH2:4][CH2:5][S:6]([CH2:9][CH2:10][CH2:11][CH2:12][CH2:13][CH2:14][CH2:15][CH2:16][CH2:17][C@H:18]1[CH2:35][C@@:33]2([CH3:34])[C@@H:29]([CH2:30][CH2:31][C@@H:32]2[OH:36])[C@H:28]2[C@H:19]1[C:20]1[CH:21]=[CH:22][C:23]([OH:37])=[CH:24][C:25]=1[CH2:26][CH2:27]2)(=[O:8])=[O:7].CN([C:46]1[CH:51]=CC=CN=1)C.C[OH:53].[C:54](OC(=O)C)(=[O:56])[CH3:55]>N1C=CC=CC=1>[C:54]([O:37][C:23]1[CH:22]=[CH:21][C:20]2[C@@H:19]3[C@H:28]([C@H:29]4[C@@:33]([CH2:35][C@@H:18]3[CH2:17][CH2:16][CH2:15][CH2:14][CH2:13][CH2:12][CH2:11][CH2:10][CH2:9][S:6]([CH2:5][CH2:4][CH2:3][C:2]([F:1])([F:42])[C:38]([F:39])([F:40])[F:41])(=[O:8])=[O:7])([CH3:34])[C@@H:32]([O:36][C:51](=[O:53])[CH3:46])[CH2:31][CH2:30]4)[CH2:27][CH2:26][C:25]=2[CH:24]=1)(=[O:56])[CH3:55]. Procedure: 3.39 g of the product obtained in Example 61 in 16.6 cm3 of pyridine, 3.14 cm3 of acetic anhydride and 154 mg of dimethylaminopyridine are agitated for 45 minutes at ambient temperature. 5.4 cm3 of methanol is added, followed by agitation for 10 minutes, evaporating the solvents, the residue is taken up in ethyl acetate, followed by washing with an aqueous solution of M hydrochloric acid, then with sodium chloride, drying and evaporating the solvent. After chromatographing the residue on silica ... The reactants are C1=CC=CC=C1 (benzene), [Cl-].[Al+3].[Cl-].[Cl-] (aluminum chloride), ClC(C[Si](Cl)(Cl)Cl)CCl ((2,3dichloropropyl)trichlorosilane). Reaction conditions: time 30 minute. Yields the product C1(=CC=CC=C1)C(CC[Si](Cl)(Cl)Cl)C1=CC=CC=C1 ((3,3-diphenylpropyl)trichlorosilane). Isolated yield 48.2%. Reaction SMILES: [CH:1]1[CH:6]=[CH:5][CH:4]=[CH:3][CH:2]=1.[Cl-].[Al+3].[Cl-].[Cl-].Cl[CH:12]([CH2:18]Cl)[CH2:13][Si:14]([Cl:17])([Cl:16])[Cl:15]>>[C:1]1([CH:18]([C:1]2[CH:6]=[CH:5][CH:4]=[CH:3][CH:2]=2)[CH2:12][CH2:13][Si:14]([Cl:17])([Cl:16])[Cl:15])[CH:6]=[CH:5][CH:4]=[CH:3][CH:2]=1 |f:1.2.3.4|. Procedure: In the same apparatus and procedures as EXAMPLE 2 above, 17.8 ml (200 mmol) of benzene and 0.27 g (2.0 mmol) of aluminum chloride were alkylated with 4.51 g (18.3 mmol) of (2,3dichloropropyl)trichlorosilane for 10 min at 70° C. The aluminum chloride catalyst was quenched with POCl3 and then stirred for another 30 min to complete the deactivation. Freshly distilled hexane (50 ml) was added to the reaction mixture and insoluble solids in hexane were filtered from the organic soultion. After hexane... Product: O=C(O)c1ccc(-c2cccc(F)c2)cc1Nc1ccc(F)cc1. RXN SMILES: [F:1][c:2]1[cH:3][cH:4][c:5]([NH:6][c:7]2[c:8]([C:9](=[O:10])[O:11][C:12]([CH3:13])([CH3:14])[CH3:15])[cH:16][cH:17][c:18](-[c:20]3[cH:21][c:22]([F:26])[cH:23][cH:24][cH:25]3)[cH:19]2)[cH:27][cH:28]1.[OH:29][C:30]([C:31]([F:32])([F:33])[F:34])=[O:35]>>[F:1][c:2]1[cH:3][cH:4][c:5]([NH:6][c:7]2[c:8]([C:9](=[O:10])[OH:11])[cH:16][cH:17][c:18](-[c:20]3[cH:21][c:22]([F:26])[cH:23][cH:24][cH:25]3)[cH:19]2)[cH:27][cH:28]1. Reactants: CC(C)(C)OC(=O)c1ccc(-c2cccc(F)c2)cc1Nc1ccc(F)cc1, O=C(O)C(F)(F)F. Starting materials: O.[OH-].[NH4+] (water ammonium hydroxide), FC1=CC(=C(N)C=C1)OC1CCOCC1 (4-Fluoro-2-(tetrahydro-2H-pyran-4-yloxy)aniline), ClC=1C2=C(N=CN1)SC(=C2C)Cl (4,6-dichloro-5-methylthieno[2,3-d]pyrimidine), C1(=CC=C(C=C1)S(=O)(=O)O)C (para-toluene sulfonic acid). Run in O1CCOCC1 (1,4-dioxane), O (water). The product is ClC1=C(C2=C(N=CN=C2NC2=C(C=C(C=C2)F)OC2CCOCC2)S1)C (6-Chloro-N-(4-fluoro-2-(tetrahydro-2H-pyran-4-yloxy)phenyl)-5-methylthieno[2,3-d]pyrimidin-4-amine). Isolated yield 11.3%. Reaction SMILES: [F:1][C:2]1[CH:8]=[CH:7][C:5]([NH2:6])=[C:4]([O:9][CH:10]2[CH2:15][CH2:14][O:13][CH2:12][CH2:11]2)[CH:3]=1.Cl[C:17]1[C:18]2[C:25]([CH3:26])=[C:24]([Cl:27])[S:23][C:19]=2[N:20]=[CH:21][N:22]=1.C1(C)C=CC(S(O)(=O)=O)=CC=1.O.[OH-].[NH4+]>O1CCOCC1.O>[Cl:27][C:24]1[S:23][C:19]2[N:20]=[CH:21][N:22]=[C:17]([NH:6][C:5]3[CH:7]=[CH:8][C:2]([F:1])=[CH:3][C:4]=3[O:9][CH:10]3[CH2:15][CH2:14][O:13][CH2:12][CH2:11]3)[C:18]=2[C:25]=1[CH3:26] |f:3.4.5|. Procedure details: 4-Fluoro-2-(tetrahydro-2H-pyran-4-yloxy)aniline (0.057 g, 0.27 mmol), 4,6-dichloro-5-methylthieno[2,3-d]pyrimidine (0.06 g, 0.27 mmol, CA56844-14-5) and para-toluene sulfonic acid (0.005 g, 0.03 mmol) were heated at 90° C. in anhydrous 1,4-dioxane (1.5 mL) for 18 hours. The solution was cooled to ambient temperature, diluted with water (2 mL) and adjusted to pH 10 (4:1 water/ammonium hydroxide solution). The precipitate was collected, washed with water and diethyl ether to yield the title compou...